From a dataset of the Open Reaction Database (ORD), a public repository of structured organic reaction records. describe an organic reaction: reactants, conditions, products, and yield The reactants are FC=1C=C2C(=NC(=NC2=CC1)C1=CC(=C(C(=C1)OC)OC)OC)C(=O)O (6-fluoro-2-(3,4,5-trimethoxyphenyl)quinazoline-4-carboxylic acid), Cl.COC1=C2CCNCC2=CC(=C1)OC (5,7-dimethoxy-1,2,3,4-tetrahydroisoquinoline hydrochloride). Yields the product FC=1C=C2C(=NC(=NC2=CC1)C1=CC(=C(C(=C1)OC)OC)OC)C(=O)N1CC2=CC(=CC(=C2CC1)OC)OC (2-[[6-fluoro-2-(3,4,5-trimethoxyphenyl)quinazolin-4-yl]carbonyl]-5,7-dimethoxy-1,2,3,4-tetrahydroisoquinoline). Yield: 34.3%. RXN SMILES: [F:1][C:2]1[CH:3]=[C:4]2[C:9](=[CH:10][CH:11]=1)[N:8]=[C:7]([C:12]1[CH:17]=[C:16]([O:18][CH3:19])[C:15]([O:20][CH3:21])=[C:14]([O:22][CH3:23])[CH:13]=1)[N:6]=[C:5]2[C:24]([OH:26])=O.Cl.[CH3:28][O:29][C:30]1[CH:39]=[C:38]([O:40][CH3:41])[CH:37]=[C:36]2[C:31]=1[CH2:32][CH2:33][NH:34][CH2:35]2>>[F:1][C:2]1[CH:3]=[C:4]2[C:9](=[CH:10][CH:11]=1)[N:8]=[C:7]([C:12]1[CH:17]=[C:16]([O:18][CH3:19])[C:15]([O:20][CH3:21])=[C:14]([O:22][CH3:23])[CH:13]=1)[N:6]=[C:5]2[C:24]([N:34]1[CH2:33][CH2:32][C:31]2[C:36](=[CH:37][C:38]([O:40][CH3:41])=[CH:39][C:30]=2[O:29][CH3:28])[CH2:35]1)=[O:26] |f:1.2|. Procedure: Reaction of 6-fluoro-2-(3,4,5-trimethoxyphenyl)quinazoline-4-carboxylic acid with 5,7-dimethoxy-1,2,3,4-tetrahydroisoquinoline hydrochloride gave compound 106 (34.3% yield). 1H NMR (300 MHz, DMSO-d6) δ 2.84 and 2.99 (2t, 2H), 3.48 (s, 1H), 3.53 and 4.03 (2t, 2H), 3.69-3.3.81 (m, 6H), 3.86-3.92 (m, 8H), 4.31 and 4.77 (2s, 2H), 6.35-6.50 (m, 2H), 7.66-7.85 (m, 3H), 8.02-8.05 (m, 1H), 8.23-8.28 (m, 1H); MS (ESI) m/z 534 ([M+H]+). Reactants: CCOC(=O)c1cn(S(=O)(=O)c2cccc(C)c2)c(Br)c1C, COCCOC, [Na+], [Na+], O=C([O-])[O-], OB(O)c1ccccc1, c1ccc(P(c2ccccc2)(c2ccccc2)[Pd](P(c2ccccc2)(c2ccccc2)c2ccccc2)(P(c2ccccc2)(c2ccccc2)c2ccccc2)P(c2ccccc2)(c2ccccc2)c2ccccc2)cc1. Yields the product CCOC(=O)c1cn(S(=O)(=O)c2cccc(C)c2)c(-c2ccccc2)c1C. RXN SMILES: [Br:1][c:2]1[c:3]([CH3:22])[c:4]([C:17](=[O:18])[O:19][CH2:20][CH3:21])[cH:5][n:6]1[S:7](=[O:8])(=[O:9])[c:10]1[cH:11][c:12]([CH3:16])[cH:13][cH:14][cH:15]1.[CH3:38][O:39][CH2:40][CH2:41][O:42][CH3:43].[Na+:32].[Na+:33].[O-:34][C:35](=[O:36])[O-:37].[OH:23][B:24]([OH:25])[c:26]1[cH:27][cH:28][cH:29][cH:30][cH:31]1.[cH:44]1[cH:45][cH:46][c:47]([P:48]([Pd:49]([P:50]([c:51]2[cH:52][cH:53][cH:54][cH:55][cH:56]2)([c:57]2[cH:58][cH:59][cH:60][cH:61][cH:62]2)[c:63]2[cH:64][cH:65][cH:66][cH:67][cH:68]2)([P:69]([c:70]2[cH:71][cH:72][cH:73][cH:74][cH:75]2)([c:76]2[cH:77][cH:78][cH:79][cH:80][cH:81]2)[c:82]2[cH:83][cH:84][cH:85][cH:86][cH:87]2)[P:88]([c:89]2[cH:90][cH:91][cH:92][cH:93][cH:94]2)([c:95]2[cH:96][cH:97][cH:98][cH:99][cH:100]2)[c:101]2[cH:102][cH:103][cH:104][cH:105][cH:106]2)([c:107]2[cH:108][cH:109][cH:110][cH:111][cH:112]2)[c:113]2[cH:114][cH:115][cH:116][cH:117][cH:118]2)[cH:119][cH:120]1>>[c:2]1(-[c:26]2[cH:27][cH:28][cH:29][cH:30][cH:31]2)[c:3]([CH3:22])[c:4]([C:17](=[O:18])[O:19][CH2:20][CH3:21])[cH:5][n:6]1[S:7](=[O:8])(=[O:9])[c:10]1[cH:11][c:12]([CH3:16])[cH:13][cH:14][cH:15]1.